This data is from the Open Reaction Database (ORD), a public repository of structured organic reaction records. The task is: describe an organic reaction: reactants, conditions, products, and yield Starting materials: C(C)(=O)O[BH-](OC(C)=O)OC(C)=O.[Na+] (sodium triacetoxyborohydride), ice water, COC=1C=CC2=C(C1)OC(C=1CNCCC12)=O (8-methoxy-1,2,3,4-tetrahydro-chromeno[3,4-c]pyridin-5-one), CC1=CC=C(C=O)C=C1 (4-methylbenzaldehyde), C(C)(=O)O (acetic acid). Run in O1CCCC1 (tetrahydrofuran), CN1C(N(CC1)C)=O (1,3-dimethyl-2-imidazolidinone). Run at time 10 minute. The product is COC=1C=CC2=C(C1)OC(C=1CN(CCC12)CC1=CC=C(C=C1)C)=O (8-Methoxy-3-(4-methyl-benzyl)-1,2,3,4-tetrahydro-chromeno[3,4-c]pyridin-5-one). Yield: 68.8%. As a reaction SMILES: [CH3:1][O:2][C:3]1[CH:4]=[CH:5][C:6]2[C:16]3[CH2:15][CH2:14][NH:13][CH2:12][C:11]=3[C:10](=[O:17])[O:9][C:7]=2[CH:8]=1.[CH3:18][C:19]1[CH:26]=[CH:25][C:22]([CH:23]=O)=[CH:21][CH:20]=1.C(O)(=O)C.C(O[BH-](OC(=O)C)OC(=O)C)(=O)C.[Na+]>O1CCCC1.CN1CCN(C)C1=O>[CH3:1][O:2][C:3]1[CH:4]=[CH:5][C:6]2[C:16]3[CH2:15][CH2:14][N:13]([CH2:18][C:19]4[CH:26]=[CH:25][C:22]([CH3:23])=[CH:21][CH:20]=4)[CH2:12][C:11]=3[C:10](=[O:17])[O:9][C:7]=2[CH:8]=1 |f:3.4|. Procedure: A solution of 8-methoxy-1,2,3,4-tetrahydro-chromeno[3,4-c]pyridin-5-one (1.2 g, 5.2 mmol) and 4-methylbenzaldehyde (0.68 g, 5.7 mmol) in 20 mL of tetrahydrofuran and 7 mL of 1,3-dimethyl-2-imidazolidinone is treated with glacial acetic acid (0.29 mL, 5.2 mmol). The mixture is stirred for 10 minutes, and then sodium triacetoxyborohydride (1.6 g, 7.5 mmol) is added in portions over 30 minutes. The mixture is stirred for 16 hours, then added to 300 mL of ice water. The precipitated solid is filtere... Reactants: [Al+3].[Cl-].[Cl-].[Cl-] (AlCl3), ClCC(=O)C=1N(C=CC1)C (2-chloro-1-(1-methyl-1H-pyrrol-2-yl)-ethanone), ClC1=CC=C(C(=O)Cl)C=C1 (4-chlorobenzoyl chloride). Run in ClCCCl (1,2-dichloroethane), ClCCCl (DCE). Conditions: time 10 minute. Yields the product ClCC(=O)C=1N(C=C(C1)C(C1=CC=C(C=C1)Cl)=O)C (2-Chloro-1-[4-(4-chlorobenzoyl)-1-methyl-1H-pyrrol-2-yl]-ethanone). Isolated yield 49.2%. As a reaction SMILES: [Cl:1][CH2:2][C:3]([C:5]1[N:6]([CH3:10])[CH:7]=[CH:8][CH:9]=1)=[O:4].[Al+3].[Cl-].[Cl-].[Cl-].[Cl:15][C:16]1[CH:24]=[CH:23][C:19]([C:20](Cl)=[O:21])=[CH:18][CH:17]=1>ClCCCl>[Cl:1][CH2:2][C:3]([C:5]1[N:6]([CH3:10])[CH:7]=[C:8]([C:20](=[O:21])[C:19]2[CH:23]=[CH:24][C:16]([Cl:15])=[CH:17][CH:18]=2)[CH:9]=1)=[O:4] |f:1.2.3.4|. Reported procedure: solution of 30 g (0.19 mole) of 2-chloro-1-(1-methyl-1H-pyrrol-2-yl)-ethanone (10) in 180 mL 1,2-dichloroethane (DCE) under an argon atmosphere was cooled in an ice bath and 60 g AlCl3 (0.45 mole) was added in portions. After stirring for 10 minutes, a solution of 24 mL (0.19 mole) 4-chlorobenzoyl chloride in 110 mL DCE was added dropwise. The ice bath was removed and the reaction was stirred at room temperature overnight. The reaction was poured into 1N HCl/ice and the aqueous layer was extract... Reactants: [Al], O=C1CCC(=O)N1Br, ClCCl, O=c1cc2n(n1-c1ccccc1)CCCC2. The product is O=c1c(Br)c2n(n1-c1ccccc1)CCCC2. RXN SMILES: [Al:28].[Br:17][N:18]1[C:19](=[O:20])[CH2:21][CH2:22][C:23]1=[O:24].[CH2:25]([Cl:26])[Cl:27].[c:1]1(-[n:7]2[c:8](=[O:16])[cH:9][c:10]3[n:11]2[CH2:12][CH2:13][CH2:14][CH2:15]3)[cH:2][cH:3][cH:4][cH:5][cH:6]1>>[c:1]1(-[n:7]2[c:8](=[O:16])[c:9]([Br:17])[c:10]3[n:11]2[CH2:12][CH2:13][CH2:14][CH2:15]3)[cH:2][cH:3][cH:4][cH:5][cH:6]1. Reactants: Cl.CN(CCN1C([C@H]([C@H](CC2=C1C=CC=C2)C2=CC=C(C=C2)OC)CC=C)=O)C ((cis)-1-[2-(Dimethylamino)ethyl]-1,3,4,5-tetrahydro-4-(4-methoxyphenyl)-3-(2-propenyl)-2H-1-benzazepin-2-one, monohydrochloride). The reagents and catalysts are [Pd] (palladium on charcoal). Conditions: time 8 hour. The product is Cl.CN(CCN1C([C@H]([C@H](CC2=C1C=CC=C2)C2=CC=C(C=C2)OC)CCC)=O)C ((cis)-1-[2-(Dimethylamino)ethyl]-1,3,4,5-tetrahydro-4-(4-methoxyphenyl)-3-propyl-2H-1-benzazepin-2-one, monohydrochloride). Isolated yield 97.4%. Reaction SMILES: [ClH:1].[CH3:2][N:3]([CH3:29])[CH2:4][CH2:5][N:6]1[C:12]2[CH:13]=[CH:14][CH:15]=[CH:16][C:11]=2[CH2:10][C@H:9]([C:17]2[CH:22]=[CH:21][C:20]([O:23][CH3:24])=[CH:19][CH:18]=2)[C@H:8]([CH2:25][CH:26]=[CH2:27])[C:7]1=[O:28]>[Pd]>[ClH:1].[CH3:29][N:3]([CH3:2])[CH2:4][CH2:5][N:6]1[C:12]2[CH:13]=[CH:14][CH:15]=[CH:16][C:11]=2[CH2:10][C@H:9]([C:17]2[CH:22]=[CH:21][C:20]([O:23][CH3:24])=[CH:19][CH:18]=2)[C@H:8]([CH2:25][CH2:26][CH3:27])[C:7]1=[O:28] |f:0.1,3.4|. Procedure details: A solution of (cis)-1-[2-(dimethylamino)ethyl]-1,3,4,5-tetrahydro-4-(4-methoxyphenyl)-3-(2-propenyl)-2H-1-benzazepin-2-one, monohydrochloride (1.5 g, 3.62 mmol; see Example 16) containing a 10% palladium on charcoal suspension (0.15 g, 10% b/w) was hydrogenated overnight at 1 atmosphere. The suspension was filtered through a Celite pad and evaporated in vacuo to yield 1.47 g of a white solid, melting point 178°-180° C., dec. The reactants are Cc1ccc2c(c1)C(C)(C)CC(c1ccccc1N)N2, ClCCl, O, O=S(=O)(Cl)c1ccccc1, c1ccncc1. Yields the product Cc1ccc2c(c1)C(C)(C)CC(c1ccccc1NS(=O)(=O)c1ccccc1)N2. Reaction SMILES: [CH3:1][C:2]1([CH3:20])[CH2:3][CH:4]([c:13]2[c:14]([NH2:15])[cH:16][cH:17][cH:18][cH:19]2)[NH:5][c:6]2[cH:7][cH:8][c:9]([CH3:12])[cH:10][c:11]21.[Cl:37][CH2:38][Cl:39].[OH2:40].[c:27]1([S:33](=[O:34])(=[O:35])[Cl:36])[cH:28][cH:29][cH:30][cH:31][cH:32]1.[cH:21]1[cH:22][cH:23][n:24][cH:25][cH:26]1>>[CH3:1][C:2]1([CH3:20])[CH2:3][CH:4]([c:13]2[c:14]([NH:15][S:33]([c:27]3[cH:28][cH:29][cH:30][cH:31][cH:32]3)(=[O:34])=[O:35])[cH:16][cH:17][cH:18][cH:19]2)[NH:5][c:6]2[cH:7][cH:8][c:9]([CH3:12])[cH:10][c:11]21. The reactants are Cc1c(NC(=O)c2cc3c(s2)CCCC3)cccc1-c1cn(C)c(=O)c(Br)n1, O=C([O-])[O-], C1COCCO1, [Cs+], [Cs+], CC(C)N(C)C(C(=O)N(C)C)c1ccc(N)cc1, O=C(C=Cc1ccccc1)C=Cc1ccccc1, O=C(C=Cc1ccccc1)C=Cc1ccccc1, O=C(C=Cc1ccccc1)C=Cc1ccccc1, [Pd], [Pd]. The product is Cc1c(NC(=O)c2cc3c(s2)CCCC3)cccc1-c1cn(C)c(=O)c(Nc2ccc(C(C(=O)N(C)C)N(C)C(C)C)cc2)n1. RXN SMILES: [Br:19][c:20]1[c:21](=[O:46])[n:22]([CH3:45])[cH:23][c:24](-[c:26]2[c:27]([CH3:44])[c:28]([NH:32][C:33](=[O:34])[c:35]3[cH:36][c:37]4[c:38]([s:39]3)[CH2:40][CH2:41][CH2:42][CH2:43]4)[cH:29][cH:30][cH:31]2)[n:25]1.[C:47](=[O:48])([O-:49])[O-:50].[CH2:109]1[O:110][CH2:111][CH2:112][O:113][CH2:114]1.[Cs+:51].[Cs+:52].[NH2:1][c:2]1[cH:3][cH:4][c:5]([CH:8]([C:9](=[O:10])[N:11]([CH3:12])[CH3:13])[N:14]([CH3:15])[CH:16]([CH3:17])[CH3:18])[cH:6][cH:7]1.[O:55]=[C:56]([CH:57]=[CH:58][c:59]1[cH:60][cH:61][cH:62][cH:63][cH:64]1)[CH:65]=[CH:66][c:67]1[cH:68][cH:69][cH:70][cH:71][cH:72]1.[O:73]=[C:74]([CH:75]=[CH:76][c:77]1[cH:78][cH:79][cH:80][cH:81][cH:82]1)[CH:83]=[CH:84][c:85]1[cH:86][cH:87][cH:88][cH:89][cH:90]1.[O:91]=[C:92]([CH:93]=[CH:94][c:95]1[cH:96][cH:97][cH:98][cH:99][cH:100]1)[CH:101]=[CH:102][c:103]1[cH:104][cH:105][cH:106][cH:107][cH:108]1.[Pd:53].[Pd:54]>>[NH:1]([c:2]1[cH:3][cH:4][c:5]([CH:8]([C:9](=[O:10])[N:11]([CH3:12])[CH3:13])[N:14]([CH3:15])[CH:16]([CH3:17])[CH3:18])[cH:6][cH:7]1)[c:20]1[c:21](=[O:46])[n:22]([CH3:45])[cH:23][c:24](-[c:26]2[c:27]([CH3:44])[c:28]([NH:32][C:33](=[O:34])[c:35]3[cH:36][c:37]4[c:38]([s:39]3)[CH2:40][CH2:41][CH2:42][CH2:43]4)[cH:29][cH:30][cH:31]2)[n:25]1. Starting materials: [N-]1C=NC=C1 (imidazolide), amine R′NH2, [N-]1C=NC=C1 (imidazolide), carbamates, [N-]1C=NC=C1 (imidazolide), O1CCCC1 (tetrahydrofuran), CO (carbinol), C(=O)(C=1NC=CN1)C=1NC=CN1 (carbonyl diimidazole), ClCCl (dichloromethane). The product is OC=1C=C(CO)C=CC1 (3-hydroxybenzyl alcohol). RXN SMILES: [N-]1C=CN=C1.CO.[C:8]([C:15]1NC=CN=1)([C:10]1NC=CN=1)=[O:9].ClCCl.[O:23]1[CH2:27][CH2:26][CH2:25][CH2:24]1>>[OH:9][C:8]1[CH:10]=[C:25]([CH:26]=[CH:27][CH:15]=1)[CH2:24][OH:23]. Procedure details: Scheme 20 Example 4 illustrates the preparation of carbamates in which an alkyloxycarbonylimidazole 20.8 is employed. In this procedure, a carbinol 20.5 is reacted with an equimolar amount of carbonyl diimidazole 20.11 to prepare the intermediate 20.8. The reaction is conducted in an aprotic organic solvent such as dichloromethane or tetrahydrofuran. The acyloxyimidazole 20.8 is then reacted with an equimolar amount of the amine R′NH2 to afford the carbamate 20.7. The reaction is performed in an...